This data is from the Open Reaction Database (ORD), a public repository of structured organic reaction records. The task is: describe an organic reaction: reactants, conditions, products, and yield The reactants are O=C([O-])O, CCCc1ccc(=O)[nH]n1, Cc1ccccc1, [Na+], O, O=P(Br)(Br)Br. The product is CCCc1ccc(Br)nn1. RXN SMILES: [C:17](=[O:18])([O-:19])[OH:20].[CH2:1]([CH2:2][CH3:3])[c:4]1[cH:5][cH:6][c:7](=[O:10])[nH:8][n:9]1.[CH3:22][c:23]1[cH:24][cH:25][cH:26][cH:27][cH:28]1.[Na+:21].[OH2:16].[P:11]([Br:12])([Br:13])([Br:14])=[O:15]>>[CH2:1]([CH2:2][CH3:3])[c:4]1[cH:5][cH:6][c:7]([Br:13])[n:8][n:9]1.